This data is from the Open Reaction Database (ORD), a public repository of structured organic reaction records. The task is: describe an organic reaction: reactants, conditions, products, and yield Isolated yield 81.8%. The reactants are BrC=1C=C(C=C2C=C(C(NC12)C(F)(F)F)C(=O)OCC)C (Ethyl 8-bromo-6-methyl-2-(trifluoromethyl)-1,2-dihydroquinoline-3-carboxylate), C(C)OCC (Diethyl ether), [OH-].[Li+] (Lithium hydroxide), Cl (hydrochloric acid). Product: BrC=1C=C(C=C2C=C(C(NC12)C(F)(F)F)C(=O)O)C (8-bromo-6-methyl-2-(trifluoromethyl)-1,2-dihydroquinoline-3-carboxylic acid). RXN SMILES: [Br:1][C:2]1[CH:3]=[C:4]([CH3:21])[CH:5]=[C:6]2[C:11]=1[NH:10][CH:9]([C:12]([F:15])([F:14])[F:13])[C:8]([C:16]([O:18]CC)=[O:17])=[CH:7]2.[OH-].[Li+].Cl.C(OCC)C>CO.O1CCCC1.O>[Br:1][C:2]1[CH:3]=[C:4]([CH3:21])[CH:5]=[C:6]2[C:11]=1[NH:10][CH:9]([C:12]([F:14])([F:15])[F:13])[C:8]([C:16]([OH:18])=[O:17])=[CH:7]2 |f:1.2,5.6.7|. The solvent is CO.O1CCCC1.O (methanol tetrahydrofuran water). Reported procedure: Ethyl 8-bromo-6-methyl-2-(trifluoromethyl)-1,2-dihydroquinoline-3-carboxylate (1.8 g , 4.95 mmol) was suspended in methanol-tetrahydrofuran-water (20 mL, 7:2:1). Lithium hydroxide (414 mg, 9.88 mmol) was added and the mixture was gently heated to reflux for two hours. The reaction was cooled to room temperature and 1 N aqueous hydrochloric acid added until pH=1. The organic solvent was removed in vauco to afford a suspension of a crude yellow solid. Diethyl ether (50 mL) was added, and the solut...